Dataset: the Open Reaction Database (ORD), a public repository of structured organic reaction records. Task: describe an organic reaction: reactants, conditions, products, and yield Reactants: BrBr (bromine), C(C)(=O)NC1=CC=C(C=C1)CC(=O)O (4-acetamidophenylacetic acid). Solvent: O (water), C(C)(=O)O (acetic acid). Conditions: temperature 60 celsius, time 12 hour. Product: C(C)(=O)NC1=C(C=C(C=C1)CC(=O)O)Br (4-acetamido-3-bromophenylacetic acid). Isolated yield 55.1%. RXN SMILES: [Br:1]Br.[C:3]([NH:6][C:7]1[CH:12]=[CH:11][C:10]([CH2:13][C:14]([OH:16])=[O:15])=[CH:9][CH:8]=1)(=[O:5])[CH3:4]>C(O)(=O)C.O>[C:3]([NH:6][C:7]1[CH:12]=[CH:11][C:10]([CH2:13][C:14]([OH:16])=[O:15])=[CH:9][C:8]=1[Br:1])(=[O:5])[CH3:4]. Reported procedure: 102.2 g (0.64 mole) of bromine are added dropwise at room temperature, with stirring, to a suspension of 100 g (0.52 mole) of 4-acetamidophenylacetic acid in 1 liter of glacial acetic acid; during this dropwise addition, a solution forms intermittently. Subsequently, heating to 60° C. is effected for 12 hours, followed by cooling to room temperature, diluting with 2 liters of water and extracting three times with diethyl ether. The organic phase is washed with sodium hydrogen sulfite solution an... Starting materials: CC(C)(C)OC(=O)N1C2CC(CC2OS(C)(=O)=O)C1C(=O)N1CCCC1C#N, C1CCNC1, CN(C)C=O. Product: CC(C)(C)OC(=O)N1C2CC(CC2N2CCCC2)C1C(=O)N1CCCC1C#N. Reaction SMILES: [C:1](#[N:2])[CH:3]1[N:4]([C:8](=[O:9])[CH:10]2[N:11]([C:22](=[O:23])[O:24][C:25]([CH3:26])([CH3:27])[CH3:28])[CH:12]3[CH:13]([O:17][S:18]([CH3:19])(=[O:20])=[O:21])[CH2:14][CH:15]2[CH2:16]3)[CH2:5][CH2:6][CH2:7]1.[CH2:29]1[CH2:30][CH2:31][NH:32][CH2:33]1.[CH3:34][N:35]([CH3:36])[CH:37]=[O:38]>>[C:1](#[N:2])[CH:3]1[N:4]([C:8](=[O:9])[CH:10]2[N:11]([C:22](=[O:23])[O:24][C:25]([CH3:26])([CH3:27])[CH3:28])[CH:12]3[CH:13]([N:32]4[CH2:31][CH2:30][CH2:29][CH2:33]4)[CH2:14][CH:15]2[CH2:16]3)[CH2:5][CH2:6][CH2:7]1. Product: Cc1nsc(C(CCCCCC#N)(C(=O)OC(C)(C)C)C(=O)OC(C)(C)C)n1. Reaction SMILES: [C:7]([CH3:8])([CH3:9])([CH3:10])[O:11][C:12]([CH:13]([C:14](=[O:15])[O:16][C:17]([CH3:18])([CH3:19])[CH3:20])[CH2:21][CH2:22][CH2:23][CH2:24][CH2:25][C:26]#[N:27])=[O:28].[CH3:1][C:2]([CH3:3])([O-:4])[CH3:5].[Cl:29][c:30]1[n:31][c:32]([CH3:35])[n:33][s:34]1.[K+:6].[O:36]1[CH2:37][CH2:38][CH2:39][CH2:40]1>>[C:7]([CH3:8])([CH3:9])([CH3:10])[O:11][C:12]([C:13]([C:14](=[O:15])[O:16][C:17]([CH3:18])([CH3:19])[CH3:20])([CH2:21][CH2:22][CH2:23][CH2:24][CH2:25][C:26]#[N:27])[c:30]1[n:31][c:32]([CH3:35])[n:33][s:34]1)=[O:28]. Starting materials: CC(C)(C)OC(=O)C(CCCCCC#N)C(=O)OC(C)(C)C, CC(C)(C)[O-], Cc1nsc(Cl)n1, [K+], C1CCOC1. The reactants are COc1cc2nc(-c3cccc([N+](=O)[O-])c3)nc(Nc3ccc4c(cnn4C(=O)OC(C)(C)C)c3)c2cc1OC(C)=O, CO, N#N. Product: COc1cc2nc(-c3cccc(N)c3)nc(Nc3ccc4c(cnn4C(=O)OC(C)(C)C)c3)c2cc1OC(C)=O. Reaction SMILES: [C:1]([CH3:2])(=[O:3])[O:4][c:5]1[cH:6][c:7]2[c:8]([NH:26][c:27]3[cH:28][c:29]4[cH:30][n:31][n:32]([C:36](=[O:37])[O:38][C:39]([CH3:40])([CH3:41])[CH3:42])[c:33]4[cH:34][cH:35]3)[n:9][c:10](-[c:17]3[cH:18][c:19]([N+:23]([O-:24])=[O:25])[cH:20][cH:21][cH:22]3)[n:11][c:12]2[cH:13][c:14]1[O:15][CH3:16].[CH3:45][OH:46].[N:43]#[N:44]>>[C:1]([CH3:2])(=[O:3])[O:4][c:5]1[cH:6][c:7]2[c:8]([NH:26][c:27]3[cH:28][c:29]4[cH:30][n:31][n:32]([C:36](=[O:37])[O:38][C:39]([CH3:40])([CH3:41])[CH3:42])[c:33]4[cH:34][cH:35]3)[n:9][c:10](-[c:17]3[cH:18][c:19]([NH2:23])[cH:20][cH:21][cH:22]3)[n:11][c:12]2[cH:13][c:14]1[O:15][CH3:16]. As a reaction SMILES: [CH3:30][c:31]1[cH:32][cH:33][cH:34][cH:35][cH:36]1.[Cl:23][CH2:24][CH:25]([CH2:26][OH:27])[OH:28].[OH2:29].[OH:1][c:2]1[cH:3][c:4]2[c:8]([cH:9][cH:10]1)[NH:7][C:6](=[O:11])[C:5]2=[CH:12][c:13]1[cH:14][cH:15][n:16][c:17]2[cH:18][cH:19][cH:20][cH:21][c:22]12>>[O:1]([c:2]1[cH:3][c:4]2[c:8]([cH:9][cH:10]1)[NH:7][C:6](=[O:11])[C:5]2=[CH:12][c:13]1[cH:14][cH:15][n:16][c:17]2[cH:18][cH:19][cH:20][cH:21][c:22]12)[CH2:24][CH:25]([CH2:26][OH:27])[OH:28]. The product is O=C1Nc2ccc(OCC(O)CO)cc2C1=Cc1ccnc2ccccc12. Starting materials: Cc1ccccc1, OCC(O)CCl, O, O=C1Nc2ccc(O)cc2C1=Cc1ccnc2ccccc12. The product is COC(=O)c1cc(-c2ccc3c(c2)C(=O)CC2(CCN(C(=O)OC(C)(C)C)CC2)O3)cnc1C. Starting materials: C[Sn](C)(C)C, COC(=O)c1cc(-c2ccc3c(c2)C(=O)CC2(CCN(C(=O)OC(C)(C)C)CC2)O3)cnc1Cl, C1COCCO1, Cl[Pd]Cl, c1ccc(P(c2ccccc2)c2ccccc2)cc1, c1ccc(P(c2ccccc2)c2ccccc2)cc1. As a reaction SMILES: [CH3:1][Sn:2]([CH3:3])([CH3:4])[CH3:5].[Cl:6][c:7]1[c:8]([C:36](=[O:37])[O:38][CH3:39])[cH:9][c:10](-[c:13]2[cH:14][c:15]3[c:20]([cH:21][cH:22]2)[O:19][C:18]2([CH2:17][C:16]3=[O:35])[CH2:23][CH2:24][N:25]([C:28](=[O:29])[O:30][C:31]([CH3:32])([CH3:33])[CH3:34])[CH2:26][CH2:27]2)[cH:11][n:12]1.[O:40]1[CH2:41][CH2:42][O:43][CH2:44][CH2:45]1.[Pd:46]([Cl:47])[Cl:48].[c:49]1([P:50]([c:51]2[cH:52][cH:53][cH:54][cH:55][cH:56]2)[c:57]2[cH:58][cH:59][cH:60][cH:61][cH:62]2)[cH:63][cH:64][cH:65][cH:66][cH:67]1.[c:68]1([P:69]([c:70]2[cH:71][cH:72][cH:73][cH:74][cH:75]2)[c:76]2[cH:77][cH:78][cH:79][cH:80][cH:81]2)[cH:82][cH:83][cH:84][cH:85][cH:86]1>>[CH3:1][c:7]1[c:8]([C:36](=[O:37])[O:38][CH3:39])[cH:9][c:10](-[c:13]2[cH:14][c:15]3[c:20]([cH:21][cH:22]2)[O:19][C:18]2([CH2:17][C:16]3=[O:35])[CH2:23][CH2:24][N:25]([C:28](=[O:29])[O:30][C:31]([CH3:32])([CH3:33])[CH3:34])[CH2:26][CH2:27]2)[cH:11][n:12]1. The reactants are C1CCCC2=NC3=CC=CC=C3C(=C12)C1=CC=C(C=C1)O (4-(1,2,3,4-Tetrahydro-acridin-9-yl)-phenol), ClCCCN1CCCC1 (1-(3-Chloropropyl)-pyrrolidine), C(=O)([O-])[O-].[K+].[K+] (K2CO3). The solvent is CN1CCCC1=O (NMP). Reaction conditions: temperature 80 celsius, time 90 minute. The product is N1(CCCC1)CCCOC1=CC=C(C=C1)C=1C2=CC=CC=C2N=C2CCCCC12 (9-[4-(3-Pyrrolidin-1-yl-propoxy)-phenyl]-1,2,3,4-tetrahydro-acridine). As a reaction SMILES: [CH2:1]1[C:14]2[C:5](=[N:6][C:7]3[C:12]([C:13]=2[C:15]2[CH:20]=[CH:19][C:18]([OH:21])=[CH:17][CH:16]=2)=[CH:11][CH:10]=[CH:9][CH:8]=3)[CH2:4][CH2:3][CH2:2]1.Cl[CH2:23][CH2:24][CH2:25][N:26]1[CH2:30][CH2:29][CH2:28][CH2:27]1.C([O-])([O-])=O.[K+].[K+]>CN1C(=O)CCC1>[N:26]1([CH2:25][CH2:24][CH2:23][O:21][C:18]2[CH:19]=[CH:20][C:15]([C:13]3[C:12]4[C:7]([N:6]=[C:5]5[C:14]=3[CH2:1][CH2:2][CH2:3][CH2:4]5)=[CH:8][CH:9]=[CH:10][CH:11]=4)=[CH:16][CH:17]=2)[CH2:30][CH2:29][CH2:28][CH2:27]1 |f:2.3.4|. Procedure details: The product from the previous step, 4-(1,2,3,4-Tetrahydro-acridin-9-yl)-phenol (22 mg, 0.08 mmol), 1-(3-Chloropropyl)-pyrrolidine (18 mg, 0.12 mmol), and K2CO3 (17 mg, 0.12 mmol) were mixed in NMP (267 uL) and stirred rapidly at 80° C. for 90 minutes in a sealed vial. The reaction mixture was cooled, partitioned between Et2O (50 mL) and H2O (10 mL). The organic layer was washed with H2O (3×10 mL), sat. aq. NaCl (10 mL), dried over Na2SO4, decanted and concentrated. The residue was purified using...